From a dataset of the Open Reaction Database (ORD), a public repository of structured organic reaction records. describe an organic reaction: reactants, conditions, products, and yield Reactants: S(=O)(=O)(C1=CC=C(C)C=C1)NN=C1[C@]2(C)[C@@H](CC1)[C@@H]1CCC3=CC(CC[C@]3(CO)[C@H]1CC2)O (3,19-Dihydroxyandrost-4-en-17-one tosylhydrazone), C(CCC)[Li] (n-butyl lithium). Run in O1CCCC1 (tetrahydrofuran), CCCCCC (hexane). Conditions: time 16 hour. The product is OC1C=C2CC[C@H]3[C@@H]4CC=C[C@@]4(C)CC[C@@H]3[C@]2(CC1)CO (3,19-Dihydroxyandrosta-4,16-diene). Reaction SMILES: S(NN=[C:13]1[CH2:18][CH2:17][C@H:16]2[C@H:19]3[C@H:30]([CH2:31][CH2:32][C@:14]12[CH3:15])[C@:27]1([CH2:28][OH:29])[C:22](=[CH:23][CH:24]([OH:33])[CH2:25][CH2:26]1)[CH2:21][CH2:20]3)(C1C=CC(C)=CC=1)(=O)=O.C([Li])CCC>O1CCCC1.CCCCCC>[OH:33][CH:24]1[CH2:25][CH2:26][C@@:27]2([CH2:28][OH:29])[C:22]([CH2:21][CH2:20][C@@H:19]3[C@@H:30]2[CH2:31][CH2:32][C@@:14]2([CH3:15])[C@H:16]3[CH2:17][CH:18]=[CH:13]2)=[CH:23]1. Procedure: The tosylhydrazone (20) in tetrahydrofuran is treated with n-butyl lithium (BuLi, b) in hexane and the mixture is stirred at room temperature for 16 hours. Aqueous work up is followed by extraction and purification to yield the diene (21) . The reactants are C(C1=CC=CC=C1)C1CCNCC1 (4-benzylpiperidine), CC=1C=C(C=CC1)N=C=O (3-methylphenyl isocyanate). Product: C1(=CC(=CC=C1)NC(=O)N1CCC(CC1)CC1=CC=CC=C1)C (4-Benzyl-piperidine-1-carboxylic acid m-tolylamide). Reaction SMILES: [CH2:1]([CH:8]1[CH2:13][CH2:12][NH:11][CH2:10][CH2:9]1)[C:2]1[CH:7]=[CH:6][CH:5]=[CH:4][CH:3]=1.[CH3:14][C:15]1[CH:16]=[C:17]([N:21]=[C:22]=[O:23])[CH:18]=[CH:19][CH:20]=1>>[C:15]1([CH3:14])[CH:20]=[CH:19][CH:18]=[C:17]([NH:21][C:22]([N:11]2[CH2:12][CH2:13][CH:8]([CH2:1][C:2]3[CH:7]=[CH:6][CH:5]=[CH:4][CH:3]=3)[CH2:9][CH2:10]2)=[O:23])[CH:16]=1. Reported procedure: The title compound was prepared from 4-benzylpiperidine and 3-methylphenyl isocyanate. 1H NMR (400 MHz, CDCl3): 7.32-7.07 (m, 8H), 6.84-6.80 (m, 1H), 6.41 (br s, 1H), 4.06-4.00 (m, 2H), 2.78 (td, J=13 Hz, 2.4 Hz, 2H), 2.55 (d, J=7.0 Hz, 2H), 2.30 (s, 3H), 1.77-1.64 (m, 3H), 1.28-1.16 (m, 2H). Reactants: C[Si](C)(C)CCOCn1cnc(Br)c1-c1cccnc1, CCCCCS, CCOC(C)=O, [K+], [K+], O=C([O-])[O-], O=C(C=Cc1ccccc1)C=Cc1ccccc1, O=C(C=Cc1ccccc1)C=Cc1ccccc1, O=C(C=Cc1ccccc1)C=Cc1ccccc1, [Pd], [Pd], Cc1ccccc1C. Yields the product CCCCCSc1ncn(COCC[Si](C)(C)C)c1-c1cccnc1. RXN SMILES: [Br:9][c:10]1[c:11](-[c:23]2[cH:24][n:25][cH:26][cH:27][cH:28]2)[n:12]([CH2:15][O:16][CH2:17][CH2:18][Si:19]([CH3:20])([CH3:21])[CH3:22])[cH:13][n:14]1.[CH2:29]([CH2:30][CH2:31][CH2:32][CH3:33])[SH:34].[CH3:41][CH2:42][O:43][C:44](=[O:45])[CH3:46].[K+:35].[K+:36].[O-:37][C:38]([O-:39])=[O:40].[O:49]=[C:50]([CH:51]=[CH:52][c:53]1[cH:54][cH:55][cH:56][cH:57][cH:58]1)[CH:59]=[CH:60][c:61]1[cH:62][cH:63][cH:64][cH:65][cH:66]1.[O:67]=[C:68]([CH:69]=[CH:70][c:71]1[cH:72][cH:73][cH:74][cH:75][cH:76]1)[CH:77]=[CH:78][c:79]1[cH:80][cH:81][cH:82][cH:83][cH:84]1.[O:85]=[C:86]([CH:87]=[CH:88][c:89]1[cH:90][cH:91][cH:92][cH:93][cH:94]1)[CH:95]=[CH:96][c:97]1[cH:98][cH:99][cH:100][cH:101][cH:102]1.[Pd:47].[Pd:48].[c:1]1([CH3:2])[c:3]([CH3:4])[cH:5][cH:6][cH:7][cH:8]1>>[c:10]1([S:34][CH2:29][CH2:30][CH2:31][CH2:32][CH3:33])[c:11](-[c:23]2[cH:24][n:25][cH:26][cH:27][cH:28]2)[n:12]([CH2:15][O:16][CH2:17][CH2:18][Si:19]([CH3:20])([CH3:21])[CH3:22])[cH:13][n:14]1. Starting materials: O=C([O-])[O-], CC(=O)O, O=C1CCN(C2CCC(c3ccc(F)cc3)(c3ccc(F)cc3)CC2)CC1, [K+], [K+], N#C[K], Nc1ccccc1, O. The product is N#CC1(Nc2ccccc2)CCN(C2CCC(c3ccc(F)cc3)(c3ccc(F)cc3)CC2)CC1. RXN SMILES: [C:38](=[O:39])([O-:40])[O-:41].[CH3:45][C:46](=[O:47])[OH:48].[F:4][c:5]1[cH:6][cH:7][c:8]([C:11]2([c:24]3[cH:25][cH:26][c:27]([F:30])[cH:28][cH:29]3)[CH2:12][CH2:13][CH:14]([N:17]3[CH2:18][CH2:19][C:20](=[O:23])[CH2:21][CH2:22]3)[CH2:15][CH2:16]2)[cH:9][cH:10]1.[K+:42].[K+:43].[K:1][C:2]#[N:3].[NH2:31][c:32]1[cH:33][cH:34][cH:35][cH:36][cH:37]1.[OH2:44]>>[C:2](#[N:3])[C:20]1([NH:31][c:32]2[cH:33][cH:34][cH:35][cH:36][cH:37]2)[CH2:19][CH2:18][N:17]([CH:14]2[CH2:13][CH2:12][C:11]([c:8]3[cH:7][cH:6][c:5]([F:4])[cH:10][cH:9]3)([c:24]3[cH:25][cH:26][c:27]([F:30])[cH:28][cH:29]3)[CH2:16][CH2:15]2)[CH2:22][CH2:21]1. The reactants are C(C)(=O)O.C(C)(=O)O.NC1=C2C(=NC=N1)N(N=C2C2=CC=C(NCC(=O)C1=CC=CC=C1)C=C2)[C@@H]2CC[C@@H](CC2)N2CCN(CC2)C (cis-2-(4-{4-amino-1-[4-(4-methylpiperazino)cyclohexyl]-1H-pyrazolo[3,4-d]pyrimidin-3-yl}anilino)-1-phenyl-1-ethanone diacetate), [BH4-].[Na+] (sodium borohydride). Solvent: CO (methanol). Reaction conditions: time 3 hour. Yields the product C(C)(=O)O.C(C)(=O)O.NC1=C2C(=NC=N1)N(N=C2C2=CC=C(NCC(O)C1=CC=CC=C1)C=C2)[C@@H]2CC[C@@H](CC2)N2CCN(CC2)C (cis-2-(4-{4-amino-1-[4-(4-methylpiperazino)cyclohexyl]-1H-pyrazolo[3,4-d]pyrimidin-3-yl}anilino)-1-phenyl-1-ethanol diacetate). Isolated yield 70.1%. Reaction SMILES: [C:1]([OH:4])(=[O:3])[CH3:2].[C:5]([OH:8])(=[O:7])[CH3:6].[NH2:9][C:10]1[N:15]=[CH:14][N:13]=[C:12]2[N:16]([C@H:35]3[CH2:40][CH2:39][C@@H:38]([N:41]4[CH2:46][CH2:45][N:44]([CH3:47])[CH2:43][CH2:42]4)[CH2:37][CH2:36]3)[N:17]=[C:18]([C:19]3[CH:34]=[CH:33][C:22]([NH:23][CH2:24][C:25]([C:27]4[CH:32]=[CH:31][CH:30]=[CH:29][CH:28]=4)=[O:26])=[CH:21][CH:20]=3)[C:11]=12.[BH4-].[Na+]>CO>[C:1]([OH:4])(=[O:3])[CH3:2].[C:5]([OH:8])(=[O:7])[CH3:6].[NH2:9][C:10]1[N:15]=[CH:14][N:13]=[C:12]2[N:16]([C@H:35]3[CH2:36][CH2:37][C@@H:38]([N:41]4[CH2:42][CH2:43][N:44]([CH3:47])[CH2:45][CH2:46]4)[CH2:39][CH2:40]3)[N:17]=[C:18]([C:19]3[CH:20]=[CH:21][C:22]([NH:23][CH2:24][CH:25]([C:27]4[CH:28]=[CH:29][CH:30]=[CH:31][CH:32]=4)[OH:26])=[CH:33][CH:34]=3)[C:11]=12 |f:0.1.2,3.4,6.7.8|. Reported procedure: A solution of cis-2-(4-{4-amino-1-[4-(4-methylpiperazino)cyclohexyl]-1H-pyrazolo[3,4-d]pyrimidin-3-yl}anilino)-1-phenyl-1-ethanone diacetate (0.050 g, 0.000077 mol) in anhydrous methanol (5 mL) was cooled to 0° C. and sodium borohydride (0.018 g, 0.0000477 mol) was added at once. The mixture was allowed to warm up to ambient temperature while stirring under an atmosphere of nitrogen for three hours. The reaction was quenched by dropwise addition of acetic acid, the reaction mixture was concentra... Starting materials: CC1=CC(=NC(=C1)NC(C1=CC=CC=C1)(C1=CC=CC=C1)C1=CC=CC=C1)CCC(=O)O (3-[4-methyl-6-(trityl-amino)-pyridin-2-yl]-propionic acid), NC1=NC=C(C=C1N)I (2,3-diamino-5-iodo-pyridine), O-[(ethoxycarbonyl)canomethylene-amino]—N,N,N′,N′-tetramethyl-uronium tetrafluoro-borate, C(C)(C)N(CC)C(C)C (diisopropylethyl amine). Run in N1=CC=CC=C1 (pyridine). Conditions: temperature 50 celsius. The product is NC1=NC=C(C=C1NC(CCC1=NC(=CC(=C1)C)NC(C1=CC=CC=C1)(C1=CC=CC=C1)C1=CC=CC=C1)=O)I (N-(2-Amino-5-iodo-pyridin-3-yl)-3-[4-methyl-6-(trityl-amino)-pyridin-2-yl]-propionamide). The yield is 54.9%. RXN SMILES: [CH3:1][C:2]1[CH:7]=[C:6]([NH:8][C:9]([C:22]2[CH:27]=[CH:26][CH:25]=[CH:24][CH:23]=2)([C:16]2[CH:21]=[CH:20][CH:19]=[CH:18][CH:17]=2)[C:10]2[CH:15]=[CH:14][CH:13]=[CH:12][CH:11]=2)[N:5]=[C:4]([CH2:28][CH2:29][C:30](O)=[O:31])[CH:3]=1.[NH2:33][C:34]1[C:39]([NH2:40])=[CH:38][C:37]([I:41])=[CH:36][N:35]=1.C(N(C(C)C)CC)(C)C>N1C=CC=CC=1>[NH2:33][C:34]1[C:39]([NH:40][C:30](=[O:31])[CH2:29][CH2:28][C:4]2[CH:3]=[C:2]([CH3:1])[CH:7]=[C:6]([NH:8][C:9]([C:16]3[CH:17]=[CH:18][CH:19]=[CH:20][CH:21]=3)([C:10]3[CH:11]=[CH:12][CH:13]=[CH:14][CH:15]=3)[C:22]3[CH:23]=[CH:24][CH:25]=[CH:26][CH:27]=3)[N:5]=2)=[CH:38][C:37]([I:41])=[CH:36][N:35]=1. Procedure: 1.30 g of 3-[4-methyl-6-(trityl-amino)-pyridin-2-yl]-propionic acid acid and 724 mg of 2,3-diamino-5-iodo-pyridine are dissolved in 37 ml of pyridine and sequentially treated with 1.06 g of O-[(ethoxycarbonyl)canomethylene-amino]—N,N,N′,N′-tetramethyl-uronium tetrafluoro-borate and 579 μl of diisopropylethyl amine. The reaction mixture is warmed to 50° C. for 24 h. Thereafter the solvents are evaporated in vacuo. The remaining residue is coevaporated twice with toluene yielding 3.55 g of crude p... The reactants are C(C)(C)N1N=NC(=C1)C=1C(=NC=C(N1)C=1C=C2C=CN(C2=CC1)C)N (3-(1-isopropyl-1H-[1,2,3]triazol-4-yl)-5-(1-methyl-1H-indol-5-yl)-pyrazin-2-ylamine), C(C)[SiH](CC)CC (triethylsilane), C(=O)(O)[O-].[Na+] (NaHCO3), ice. The solvent is C(=O)(C(F)(F)F)O (TFA). Reaction conditions: temperature 0 celsius, time 2 hour. Yields the product C(C)(C)N1N=NC(=C1)C=1C(=NC=C(N1)C=1C=C2CCN(C2=CC1)C)N (3-(1-Isopropyl-1H-[1,2,3]triazol-4-yl)-5-(1-methyl-2,3-dihydro-1H-indol-5-yl)-pyrazin-2-ylamine). Reaction SMILES: [CH:1]([N:4]1[CH:8]=[C:7]([C:9]2[C:10]([NH2:25])=[N:11][CH:12]=[C:13]([C:15]3[CH:16]=[C:17]4[C:21](=[CH:22][CH:23]=3)[N:20]([CH3:24])[CH:19]=[CH:18]4)[N:14]=2)[N:6]=[N:5]1)([CH3:3])[CH3:2].C([SiH](CC)CC)C.C([O-])(O)=O.[Na+]>C(O)(C(F)(F)F)=O>[CH:1]([N:4]1[CH:8]=[C:7]([C:9]2[C:10]([NH2:25])=[N:11][CH:12]=[C:13]([C:15]3[CH:16]=[C:17]4[C:21](=[CH:22][CH:23]=3)[N:20]([CH3:24])[CH2:19][CH2:18]4)[N:14]=2)[N:6]=[N:5]1)([CH3:3])[CH3:2] |f:2.3|. Procedure: To a solution of 3-(1-isopropyl-1H-[1,2,3]triazol-4-yl)-5-(1-methyl-1H-indol-5-yl)-pyrazin-2-ylamine (200 mg, 0.60 mmol) in TFA (10.0 mL) was added triethylsilane (0.19 mL, 1.20 mmol) at 0° C. The reaction temperature was stirred for 2 h at 0° C. The reaction mixture was poured into ice-cold water (20 mL), basified with saturated NaHCO3, extracted with EtOAc (30 mL), dried over anhydrous Na2SO4 and evaporated the solvent under reduced pressure to get crude compound. Crude compound was washed wit...